From a dataset of the Open Reaction Database (ORD), a public repository of structured organic reaction records. describe an organic reaction: reactants, conditions, products, and yield Procedure: In a mixed solution of 0.5g of sodium hydroxide, 5 ml of water and 2ml of metanol 0.7g of methyl 3-nitro-4-propargyloxyphenylacetate was added and heated on a water bath for 30 minutes. After cooling, the solution was neutralized with 10% hydrochloric acid and the thus obtained crystals were recrystallized from ether-n-hexane to give the object compound having m.p. 135° - 137° C in a yield of 0.6g (90.6%). The reactants are Cl (hydrochloric acid), [OH-].[Na+] (sodium hydroxide), O (water), [N+](=O)([O-])C=1C=C(C=CC1OCC#C)CC(=O)OC (methyl 3-nitro-4-propargyloxyphenylacetate). RXN SMILES: [OH-].[Na+].O.[N+:4]([C:7]1[CH:8]=[C:9]([CH2:17][C:18]([O:20]C)=[O:19])[CH:10]=[CH:11][C:12]=1[O:13][CH2:14][C:15]#[CH:16])([O-:6])=[O:5].Cl>CO>[N+:4]([C:7]1[CH:8]=[C:9]([CH2:17][C:18]([OH:20])=[O:19])[CH:10]=[CH:11][C:12]=1[O:13][CH2:14][C:15]#[CH:16])([O-:6])=[O:5] |f:0.1|. Run in CO (metanol). The product is [N+](=O)([O-])C=1C=C(C=CC1OCC#C)CC(=O)O (3-Nitro-4-propargyloxyphenylacetic acid). Starting materials: C=CCC1C=C(C)CC(C)CC(OC)C2OC(O)(C(=O)C(=O)N3CCCCC3C(=O)OC(C(C)=CC3(O[SiH](C)C)CCC(C(C)(C)C)C(OC)C3)C(C)C(O)CC1=O)C(C)CC2OC, CC(=O)OC(C)=O, c1ccncc1. RXN SMILES: [CH2:1]([CH:2]=[CH2:3])[CH:4]1[C:5](=[O:64])[CH2:6][CH:7]([OH:63])[CH:8]([CH3:62])[CH:9]([C:43](=[CH:44][C:45]2([O:57][SiH:58]([CH3:59])[CH3:60])[CH2:46][CH:47]([O:55][CH3:56])[CH:48]([C:51]([CH3:52])([CH3:53])[CH3:54])[CH2:49][CH2:50]2)[CH3:61])[O:10][C:11](=[O:42])[CH:12]2[CH2:13][CH2:14][CH2:15][CH2:16][N:17]2[C:18](=[O:41])[C:19](=[O:40])[C:20]2([OH:39])[CH:21]([CH3:38])[CH2:22][CH:23]([O:36][CH3:37])[CH:24]([CH:25]([O:33][CH3:34])[CH2:26][CH:27]([CH3:32])[CH2:28][C:29]([CH3:31])=[CH:30]1)[O:35]2.[CH3:65][C:66](=[O:67])[O:68][C:69](=[O:70])[CH3:71].[cH:72]1[cH:73][cH:74][n:75][cH:76][cH:77]1>>[CH2:1]([CH:2]=[CH2:3])[CH:4]1[C:5](=[O:64])[CH2:6][CH:7]([O:63][C:66]([CH3:65])=[O:67])[CH:8]([CH3:62])[CH:9]([C:43](=[CH:44][C:45]2([O:57][SiH:58]([CH3:59])[CH3:60])[CH2:46][CH:47]([O:55][CH3:56])[CH:48]([C:51]([CH3:52])([CH3:53])[CH3:54])[CH2:49][CH2:50]2)[CH3:61])[O:10][C:11](=[O:42])[CH:12]2[CH2:13][CH2:14][CH2:15][CH2:16][N:17]2[C:18](=[O:41])[C:19](=[O:40])[C:20]2([OH:39])[CH:21]([CH3:38])[CH2:22][CH:23]([O:36][CH3:37])[CH:24]([CH:25]([O:33][CH3:34])[CH2:26][CH:27]([CH3:32])[CH2:28][C:29]([CH3:31])=[CH:30]1)[O:35]2. Product: C=CCC1C=C(C)CC(C)CC(OC)C2OC(O)(C(=O)C(=O)N3CCCCC3C(=O)OC(C(C)=CC3(O[SiH](C)C)CCC(C(C)(C)C)C(OC)C3)C(C)C(OC(C)=O)CC1=O)C(C)CC2OC. Starting materials: C#CC(CC)O (1-pentyn-3-ol), FC=1C(=C2/C(/C(NC2=CC1)=O)=C/C1=C(N=CN1)C)I ((Z)-1,3-dihydro-5-fluoro-4-iodo-3-[(4-methyl-1H-imidazol-5-yl)methylene]-2H-indol-2-one), FC=1C(=C2/C(/C(NC2=CC1)=O)=C/C1=C(N=CN1)C)I ((Z)-1,3-dihydro-5-fluoro-4-iodo-3-[(4-methyl-1H-imidazol-5-yl)methylene]-2H-indol-2-one). Reagents/catalysts: Cl[Pd]([P](C1=CC=CC=C1)(C2=CC=CC=C2)C3=CC=CC=C3)([P](C4=CC=CC=C4)(C5=CC=CC=C5)C6=CC=CC=C6)Cl ((Ph3P)2PdCl2). The solvent is CCN(CC)CC (Et3N), CN(C)C=O (DMF). Product: FC=1C(=C2/C(/C(NC2=CC1)=O)=C/C1=C(N=CN1)C)C#CC(CC)O (rac-(Z)-1,3-dihydro-5-fluoro-4-(3-hydroxy-1-pentynyl)-3-[(4-methyl-1H-imidazol-5-yl)methylene]-2H-indol-2-one). RXN SMILES: [CH:1]#[C:2][CH:3]([OH:6])[CH2:4][CH3:5].[F:7][C:8]1[C:9](I)=[C:10]2[C:14](=[CH:15][CH:16]=1)[NH:13][C:12](=[O:17])/[C:11]/2=[CH:18]\[C:19]1[NH:23][CH:22]=[N:21][C:20]=1[CH3:24]>Cl[Pd](Cl)([P](C1C=CC=CC=1)(C1C=CC=CC=1)C1C=CC=CC=1)[P](C1C=CC=CC=1)(C1C=CC=CC=1)C1C=CC=CC=1.CN(C=O)C.CCN(CC)CC>[F:7][C:8]1[C:9]([C:1]#[C:2][CH:3]([OH:6])[CH2:4][CH3:5])=[C:10]2[C:14](=[CH:15][CH:16]=1)[NH:13][C:12](=[O:17])/[C:11]/2=[CH:18]\[C:19]1[NH:23][CH:22]=[N:21][C:20]=1[CH3:24] |^1:28,47|. Procedure details: Using Method C above, 1-pentyn-3-ol (28.5 mg, 0.34 mmol) (Aldrich) was coupled with (Z)-1,3-dihydro-5-fluoro-4-iodo-3-[(4-methyl-1H-imidazol-5-yl)methylene]-2H-indol-2-one (50 mg, 0.135 mmol) (Starting Material 3 supra) using (Ph3P)2PdCl2 (9.5 mg) and Cul (2.6 mg) as catalyst in DMF (3 mL) and Et3N (3 mL) as solvent at 80° C. for 6 h to give rac-(Z)-1,3-dihydro-5-fluoro-4-(3-hydroxy-1-pentynyl)-3-[(4-methyl-1H-imidazol-5-yl)methylene]-2H-indol-2-one. (Yield 17 mg, 39%). The reactants are ClC=1C=NC=C(C1SC1=C(C=C(S1)C(=O)NCCC=O)[N+](=O)[O-])Cl (5-((3,5-dichloropyridin-4-yl)thio)-4-nitro-N-(3-oxopropyl)thiophene-2-carboxamide), N1CCC(CC1)CO (4-piperidylmethanol). The product is ClC=1C=NC=C(C1SC1=C(C=C(S1)C(=O)NCCCN1CCC(CC1)CO)[N+](=O)[O-])Cl (5-((3,5-dichloropyridin-4-yl)thio)-N-(3-(4-(hydroxymethyl)piperidin-1-yl)propyl)-4-nitrothiophene-2-carboxamide), solid. Yield: 17.0%. RXN SMILES: [Cl:1][C:2]1[CH:3]=[N:4][CH:5]=[C:6]([Cl:24])[C:7]=1[S:8][C:9]1[S:13][C:12]([C:14]([NH:16][CH2:17][CH2:18][CH:19]=O)=[O:15])=[CH:11][C:10]=1[N+:21]([O-:23])=[O:22].[NH:25]1[CH2:30][CH2:29][CH:28]([CH2:31][OH:32])[CH2:27][CH2:26]1>>[Cl:1][C:2]1[CH:3]=[N:4][CH:5]=[C:6]([Cl:24])[C:7]=1[S:8][C:9]1[S:13][C:12]([C:14]([NH:16][CH2:17][CH2:18][CH2:19][N:25]2[CH2:30][CH2:29][CH:28]([CH2:31][OH:32])[CH2:27][CH2:26]2)=[O:15])=[CH:11][C:10]=1[N+:21]([O-:23])=[O:22]. Procedure details: Prepared according to the procedure described for step D of example 223 from 5-((3,5-dichloropyridin-4-yl)thio)-4-nitro-N-(3-oxopropyl)thiophene-2-carboxamide (150 mg, 0.37 mmol) and 4-piperidylmethanol (51.0 mg, 0.44 mmol). The title compound was afforded as a solid (30.0 mg, 17% yield). 1H NMR (400 MHz, d6-DMSO) δ: 8.98 (2H, m), 8.83 (1H, m), 8.40 (1H, s), 3.38 (1H, m), 3.21 (4H, m), 2.83 (2H, m), 2.28 (2H, m), 1.60 (4H, m), 1.30 (1H, m), 1.00 (2H, m). MS m/z: 503.33, 505.32 [M+H]+.